Dataset: the Open Reaction Database (ORD), a public repository of structured organic reaction records. Task: describe an organic reaction: reactants, conditions, products, and yield The reactants are BrC1=CC(=NC=C1)OC (4-bromo-2-methoxypyridine), [Br-].C(C)OC(C[Zn+])=O ((2-ethoxy-2-oxoethyl)zinc(II) bromide). Reagents/catalysts: C=1C=CC(=CC1)[P](C=2C=CC=CC2)(C=3C=CC=CC3)[Pd]([P](C=4C=CC=CC4)(C=5C=CC=CC5)C=6C=CC=CC6)([P](C=7C=CC=CC7)(C=8C=CC=CC8)C=9C=CC=CC9)[P](C=1C=CC=CC1)(C=1C=CC=CC1)C=1C=CC=CC1 (Pd(PPh3)4). Solvent: C1CCOC1 (THF). Product: COC1=NC=CC(=C1)CC(=O)OCC (ethyl 2-(2-methoxypyridin-4-yl)acetate). The yield is 38.5%. Reaction SMILES: Br[C:2]1[CH:7]=[CH:6][N:5]=[C:4]([O:8][CH3:9])[CH:3]=1.[Br-].[CH2:11]([O:13][C:14](=[O:17])[CH2:15][Zn+])[CH3:12]>C1C=CC([P]([Pd]([P](C2C=CC=CC=2)(C2C=CC=CC=2)C2C=CC=CC=2)([P](C2C=CC=CC=2)(C2C=CC=CC=2)C2C=CC=CC=2)[P](C2C=CC=CC=2)(C2C=CC=CC=2)C2C=CC=CC=2)(C2C=CC=CC=2)C2C=CC=CC=2)=CC=1.C1COCC1>[CH3:9][O:8][C:4]1[CH:3]=[C:2]([CH2:15][C:14]([O:13][CH2:11][CH3:12])=[O:17])[CH:7]=[CH:6][N:5]=1 |f:1.2,^1:21,23,42,61|. Procedure: Combined 4-bromo-2-methoxypyridine (654 μl, 5.32 mmol), (2-ethoxy-2-oxoethyl)zinc(II) bromide (5850 μl, 5.85 mmol), and Pd(PPh3)4 catalyst (615 mg, 0.532 mmol) in THF (15.2 mL) and heated to 120° C. in a microwave for 5 minutes. The reaction was filtered through a course glass frit, concentrated to an oil and purified via flash chromatography (100 g silica gel using a 5% to 50% EtOAc in heptane gradient). The appropriate fractions were combined and concentrated to acquire ethyl 2-(2-methoxypyrid... The reactants are BrCC1CC2=C3C=CC(NC3=C(C=C2O1)C)=O (2-Bromomethyl-5-methyl-1,2-dihydrofuro-[3,2-f]quinoline7-one), [N-]=[N+]=[N-].[Na+] (sodium azide), CN(C=O)C (dimethylformamide). Run in C(Cl)(Cl)Cl (chloroform). Reaction conditions: temperature 100 celsius, time 1.5 hour. Yields the product N(=[N+]=[N-])CC1CC2=C3C=CC(NC3=C(C=C2O1)C)=O (2-azidomethyl-5-methyl-1,2-dihydrofuro-[3,2-f]quinoline-7-one). The yield is 96.3%. Reaction SMILES: Br[CH2:2][CH:3]1[O:15][C:14]2[C:5](=[C:6]3[C:11](=[C:12]([CH3:16])[CH:13]=2)[NH:10][C:9](=[O:17])[CH:8]=[CH:7]3)[CH2:4]1.[N-:18]=[N+:19]=[N-:20].[Na+].CN(C)C=O>C(Cl)(Cl)Cl>[N:18]([CH2:2][CH:3]1[O:15][C:14]2[C:5](=[C:6]3[C:11](=[C:12]([CH3:16])[CH:13]=2)[NH:10][C:9](=[O:17])[CH:8]=[CH:7]3)[CH2:4]1)=[N+:19]=[N-:20] |f:1.2|. Reported procedure: 2-Bromomethyl-5-methyl-1,2-dihydrofuro-[3,2-f]quinoline7-one (4.90 g, 16.7 mmol) and sodium azide (7.5 g, 115 mmol) were added to dimethylformamide (150 ml), and the mixture was stirred in a bath of 100° C. for 1.5 hours, followed by cooling and condensing. The residue was combined with chloroform, and washed with water. The washed material was dried and condensed. The resultant residue was recrystallized from chloroform--n-hexane. As a result, 4.12 g of 2-azidomethyl-5-methyl-1,2-dihydrofuro-[3... Starting materials: C[Si](Cl)(C)C (trimethylchlorosilane), O (water), C(C=C)(=O)OCC1=CC=C(C=C1)O (4-hydroxybenzyl acrylate). The solvent is C(C(C)C)C(=O)C (methyl isobutyl ketone), C(C(C)C)C(=O)C (methyl isobutyl ketone). Run at temperature -5 celsius, time 1 hour. Yields the product C(C=C)(=O)OCC1=CC=C(C=C1)O[Si](C)(C)C (p-trimethylsilyloxybenzyl acrylate). Yield: 59.1%. Reaction SMILES: [C:1]([O:5][CH2:6][C:7]1[CH:12]=[CH:11][C:10]([OH:13])=[CH:9][CH:8]=1)(=[O:4])[CH:2]=[CH2:3].[CH3:14][Si:15]([CH3:18])([CH3:17])Cl.O>C(C(C)=O)C(C)C>[C:1]([O:5][CH2:6][C:7]1[CH:8]=[CH:9][C:10]([O:13][Si:15]([CH3:18])([CH3:17])[CH3:14])=[CH:11][CH:12]=1)(=[O:4])[CH:2]=[CH2:3]. Reported procedure: 1500 g of methyl isobutyl ketone and 100 g of 4-hydroxybenzyl acrylate werecharged into a separable flask of the same type as used in Reference Example 1, and cooled to -5° C. while replacing the flask inside gas with a nitrogen gas, and then 67 g of trimethylchlorosilane was dropwise added thereto over one hour, and then stirring was continued for 2 hours. After completion of the reaction, the reaction mixture was washedwith water and methyl isobutyl ketone was distilled off, whereby 83 g of p-...